This data is from the Open Reaction Database (ORD), a public repository of structured organic reaction records. The task is: describe an organic reaction: reactants, conditions, products, and yield Starting materials: C12C(C3CC(CC(C1)C3)C2)=O (2-adamantanone), NC1=CC=CC=C1 (aniline), Cl.NC1=CC=CC=C1 (aniline hydrochloride), [OH-].[K+] (KOH). The solvent is O (water). Conditions: temperature 200 celsius. Product: N(C1=CC=CC=C1)C1C2(CC3CC(CC1C3)C2)NC2=CC=CC=C2 (dianilinoadamantane). Isolated yield 18.1%. Reaction SMILES: [CH:1]12[CH2:10][CH:5]3[CH2:6][CH:7]([CH2:9][CH:3]([CH2:4]3)[C:2]1=O)[CH2:8]2.[NH2:12][C:13]1[CH:18]=[CH:17][CH:16]=[CH:15][CH:14]=1.Cl.[NH2:20][C:21]1[CH:26]=[CH:25][CH:24]=[CH:23][CH:22]=1.[OH-].[K+]>O>[NH:12]([CH:2]1[CH:3]2[CH2:9][CH:7]3[CH2:6][CH:5]([CH2:10][C:1]1([NH:20][C:21]1[CH:26]=[CH:25][CH:24]=[CH:23][CH:22]=1)[CH2:8]3)[CH2:4]2)[C:13]1[CH:18]=[CH:17][CH:16]=[CH:15][CH:14]=1 |f:2.3,4.5|. Reported procedure: A mixture of 13 g of 2-adamantanone, 55 g of aniline, and 15 g of aniline hydrochloride was introduced to a flask with a water remover. The mixture was heated and refluxed at 200° C. (oil bath) under nitrogen atmosphere. Forty hours later, a KOH solution was added so that the pH was approximately 10, and the mixture was extracted with chloroform and washed with water. The mixture was then dried with sodium sulfate, evaporated, and purified with silica gel column chromatography, to obtain 5 g of ...